Dataset: the Open Reaction Database (ORD), a public repository of structured organic reaction records. Task: describe an organic reaction: reactants, conditions, products, and yield Starting materials: C(C(=O)O)Cl (chloroacetic), C1(=CC=CC=C1)C=CC=1C=C(C(=C(C1)O)C(C)C)O (5-(2-Phenylethenyl)-2-i-propyl-1,3-benzenediol). The product is ClCC(=O)OC1=C(C(=CC(=C1)C=CC1=CC=CC=C1)OC(CCl)=O)C(C)C (3-Chloroacetoxy-5-(2-phenylethenyl)-2-i-propylphenyl chloroacetate). Isolated yield 72.0%. As a reaction SMILES: [CH2:1]([Cl:5])[C:2]([OH:4])=[O:3].[C:6]1([CH:12]=[CH:13][C:14]2[CH:15]=[C:16]([OH:24])[C:17]([CH:21]([CH3:23])[CH3:22])=[C:18](O)[CH:19]=2)[CH:11]=[CH:10][CH:9]=[CH:8][CH:7]=1>>[Cl:5][CH2:1][C:2]([O:4][C:18]1[CH:19]=[C:14]([CH:13]=[CH:12][C:6]2[CH:7]=[CH:8][CH:9]=[CH:10][CH:11]=2)[CH:15]=[C:16]([O:24][C:2](=[O:3])[CH2:1][Cl:5])[C:17]=1[CH:21]([CH3:23])[CH3:22])=[O:3]. Procedure details: This material was synthesized from anhydrous chloroacetic and 5-(2-Phenylethenyl)-2-i-propyl-1,3-benzenediol obtained in example 11 in 72% yield by the same procedure as described in example 12. 1HNMR (CDCl3, ppm): δ 1.30 (d, J=7.0 Hz, 6H), 3.08 (hept, J=7.0 Hz, 1H), 4.39 (s, 4H), 6.96 (d, J=17 Hz, 1H), 7.14 (d, J=17 Hz, 1H) 7.17 (s, 2H), 7.2-7.5 (m, 5H). Reactants: S1C(=CC=C1)C1=NOC(C1)CCC=O (3-(3-(2-Thienyl)-4,5-dihydroisoxazol-5-yl)propanal), Cl.COC1=C(C=CC=C1)N1CCNCC1 (1-(2-methoxyphenyl)piperazine hydrochloride), [BH-](OC(=O)C)(OC(=O)C)OC(=O)C.[Na+] (NaBH(OAc)3), C(C)(C)N(CC)C(C)C (diisopropylethylamine). Solvent: C(Cl)Cl (methylene chloride). Yields the product COC1=C(C=CC=C1)N1CCN(CC1)CCCC1CC(=NO1)C=1SC=CC1 (1-(2-Methoxyphenyl)-4-{3-[3-(thiophene-2-yl)-4,5-dihydroisoxazol-5-yl]propyl}piperazine). Isolated yield 92.4%. Reaction SMILES: [S:1]1[CH:5]=[CH:4][CH:3]=[C:2]1[C:6]1[CH2:10][CH:9]([CH2:11][CH2:12][CH:13]=O)[O:8][N:7]=1.Cl.[CH3:16][O:17][C:18]1[CH:23]=[CH:22][CH:21]=[CH:20][C:19]=1[N:24]1[CH2:29][CH2:28][NH:27][CH2:26][CH2:25]1.[BH-](OC(C)=O)(OC(C)=O)OC(C)=O.[Na+].C(N(C(C)C)CC)(C)C>C(Cl)Cl>[CH3:16][O:17][C:18]1[CH:23]=[CH:22][CH:21]=[CH:20][C:19]=1[N:24]1[CH2:29][CH2:28][N:27]([CH2:13][CH2:12][CH2:11][CH:9]2[O:8][N:7]=[C:6]([C:2]3[S:1][CH:5]=[CH:4][CH:3]=3)[CH2:10]2)[CH2:26][CH2:25]1 |f:1.2,3.4|. Procedure details: 3-(3-(2-Thienyl)-4,5-dihydroisoxazol-5-yl)propanal (21.6 mg, 0.096 mmol), 1-(2-methoxyphenyl)piperazine hydrochloride (20.0 mg, 0.087 mmol), molecular sieve (5 beads), NaBH(OAc)3 (55.5 mg, 0.262 mmol) and diisopropylethylamine (26.9 L, 0.087 mmol) were reacted in 3 mL of methylene chloride for about 12 hr. With the following processes the same as in Example 1, 31.0 mg (92.3%) of the target compound was obtained. The product is N1C=NC(=C1)CCCOC(C)(C)C (1,1-Dimethylethyl 3-(1H-imidazol-4-yl)propyl ether). Reported procedure: 5 mmol of 3-(1-triphenylmethyl-1H-imidazol-4-yl)propanol and 10 mmol of tert-butyl trichloroacetimidate are treated as described in Example 116. The title compound is crystallized in the form of the hydrogen maleate in ethanol and diethyl ether. Reactants: C1(=CC=CC=C1)C(N1C=NC(=C1)CCCO)(C1=CC=CC=C1)C1=CC=CC=C1 (3-(1-triphenylmethyl-1H-imidazol-4-yl)propanol), ClC(C(OC(C)(C)C)=N)(Cl)Cl (tert-butyl trichloroacetimidate). As a reaction SMILES: C1(C(C2C=CC=CC=2)(C2C=CC=CC=2)[N:8]2[CH:12]=[C:11]([CH2:13][CH2:14][CH2:15][OH:16])[N:10]=[CH:9]2)C=CC=CC=1.ClC(Cl)(Cl)C(=N)O[C:33]([CH3:36])([CH3:35])[CH3:34]>>[NH:8]1[CH:12]=[C:11]([CH2:13][CH2:14][CH2:15][O:16][C:33]([CH3:36])([CH3:35])[CH3:34])[N:10]=[CH:9]1. Reactants: C(C1=CC=CC=C1)(=O)NC1=NC(=NN1)S(=O)(=O)NC1=C(C=CC=C1F)F (5-benzoylamino-N-(2,6-difluorophenyl)-1,2,4-triazole-3-sulfonamide), [OH-].[Na+] (sodium hydroxide), [OH-].[Na+] (sodium hydroxide). Product: NC1=NC(=NN1)S(=O)(=O)NC1=C(C=CC=C1F)F (5-Amino-N-(2,6-difluorophenyl)-1,2,4-triazole-3-sulfonamide). Yield: 72.7%. As a reaction SMILES: C([NH:9][C:10]1[NH:14][N:13]=[C:12]([S:15]([NH:18][C:19]2[C:24]([F:25])=[CH:23][CH:22]=[CH:21][C:20]=2[F:26])(=[O:17])=[O:16])[N:11]=1)(=O)C1C=CC=CC=1.[OH-].[Na+]>>[NH2:9][C:10]1[NH:14][N:13]=[C:12]([S:15]([NH:18][C:19]2[C:24]([F:25])=[CH:23][CH:22]=[CH:21][C:20]=2[F:26])(=[O:17])=[O:16])[N:11]=1 |f:1.2|. Reported procedure: A mixture of 16.9 g (0.045 mole) of 5-benzoylamino-N-(2,6-difluorophenyl)-1,2,4-triazole-3-sulfonamide and 75 ml of 6N sodium hydroxide was heated to reflux for a total of 4 hours. The resulting solution was treated witch decolorizing carbon, filtered, and acidified with hydrochloric acid. The solids that formed were collected by filtration and dried to obtain a total of 14.8 g of crude product. This material was taken up dilute aqueous sodium hydroxide, treated again with decolorizing carbon, f... Reactants: C1(=CC=CC=C1)C(C1=CC=CC=C1)OC(=O)C12C(=CC3C2(CC2C(CCC2C1(C3)C=O)C)COC31OC2C(O3)OC(C2OCC(=O)OCC)C1O)C(C)C (8a-[[[6-(ethoxycarbonylmethoxy)tetrahydro-7-hydroxy-2,5-methanofuro[2,3-d]-1,3-dioxol-2-yl]oxy]methyl]-4-formyl-4,4a,5,6,7,7a,8,8a-octahydro-7-methyl-3-(1-methylethyl)-1,4-methano-s-indacene-3a(1H)-carboxylic acid diphenylmethyl ester). Reagents/catalysts: [C].[Pd] (palladium-carbon). Solvent: C(C)(=O)OCC (ethyl acetate). Yields the product C(C)OC(=O)COC1C2OC3OC(OC31)(C2O)OCC23CC1C(CCC1C1(C3(C(=CC2C1)C(C)C)C(=O)O)C=O)C (8a-[[[6-(ethoxycarbonylmethoxy)tetrahydro-7-hydroxy-2,5-methanofuro[2,3-d]-1,3-dioxol-2-yl]oxy]methyl]-4-formyl-4,4a,5,6,7,7a,8,8a-octahydro-7-methyl-3-(1-methylethyl)-1,4-methano-s-indacene-3a(1H)-carboxylic acid). Isolated yield 39.1%. RXN SMILES: C1(C([O:14][C:15]([C:17]23[C:28]4([CH:30]=[O:31])[CH2:29][CH:20]([C:21]2([CH2:33][O:34][C:35]25[CH:50]([OH:51])[CH:41]6[CH:42]([O:43][CH2:44][C:45]([O:47][CH2:48][CH3:49])=[O:46])[CH:37]([CH:38]([O:40]6)[O:39]2)[O:36]5)[CH2:22][CH:23]2[CH:27]4[CH2:26][CH2:25][CH:24]2[CH3:32])[CH:19]=[C:18]3[CH:52]([CH3:54])[CH3:53])=[O:16])C2C=CC=CC=2)C=CC=CC=1>C(OCC)(=O)C.[C].[Pd]>[CH2:48]([O:47][C:45]([CH2:44][O:43][CH:42]1[CH:37]2[CH:38]3[O:39][C:35]([O:34][CH2:33][C:21]45[CH:20]6[CH2:29][C:28]([CH:30]=[O:31])([C:17]4([C:15]([OH:16])=[O:14])[C:18]([CH:52]([CH3:54])[CH3:53])=[CH:19]6)[CH:27]4[CH:23]([CH:24]([CH3:32])[CH2:25][CH2:26]4)[CH2:22]5)([CH:50]([OH:51])[CH:41]1[O:40]3)[O:36]2)=[O:46])[CH3:49] |f:2.3|. Reported procedure: 22.4 mg of compound (67) was dissolved in 3 ml of ethyl acetate and stirred together with a catalytic amount of 10% palladium-carbon under a hydrogen atmosphere at room temperature for 1.5 hours. The reaction solution was filtered and concentrated in vacuo. The reaction product was dissolved in 5 ml of methanol and washed with 5 ml of n-hexane twice, and the lower layer was concentrated in vacuo to give 6.8 mg of compound (68) as a colorless solid.